Task: describe an organic reaction: reactants, conditions, products, and yield. Dataset: the Open Reaction Database (ORD), a public repository of structured organic reaction records Starting materials: Cl.NC1=C(C=C(C(=O)O)C=C1)C (4-amino-3-methylbenzoic acid hydrochloride), N#CN (cyanamide). Run in C(C)O (ethanol). Reaction conditions: temperature 60 celsius, time 8 hour. Product: Cl.N(C(=N)N)C1=C(C=C(C(=O)O)C=C1)C (4-guanidino-3-methylbenzoic acid hydrochloride). The yield is 32.2%. As a reaction SMILES: [ClH:1].[NH2:2][C:3]1[CH:11]=[CH:10][C:6]([C:7]([OH:9])=[O:8])=[CH:5][C:4]=1[CH3:12].[N:13]#[C:14][NH2:15]>C(O)C>[ClH:1].[NH:2]([C:3]1[CH:11]=[CH:10][C:6]([C:7]([OH:9])=[O:8])=[CH:5][C:4]=1[CH3:12])[C:14]([NH2:15])=[NH:13] |f:0.1,4.5|. Procedure details: To 140 ml of ethanol, was added 22.6 g of 4-amino-3-methylbenzoic acid hydrochloride followed by 7.6 g of cyanamide. After having been stirred overnight at 60° C., the reaction mixture was freed from the solvent by distillation under reduced pressure and mixed with acetone to collect the crystals by filtration. The crystals were washed with acetone and recrystallized from a mixture of ethanol and ethyl acetate to obtain 8.9 g of white granular crystals of 4-guanidino-3-methylbenzoic acid hydroch...